Dataset: the Open Reaction Database (ORD), a public repository of structured organic reaction records. Task: describe an organic reaction: reactants, conditions, products, and yield Starting materials: C(C)(C)(C)OC(COC1=CC=CC=2C(CCCC12)N)=O ((5-amino-5,6,7,8-tetrahydro-naphthalen-1-yloxy)-acetic acid tert-butyl ester), C1(=CC=C(C=C1)S(=O)(=O)Cl)C1=CC=CC=C1 (biphenyl-4-sulfonyl chloride), C(C)(C)N(CC)C(C)C (diisopropylethylamine). Solvent: O1CCCC1 (tetrahydrofuran). Run at time 12 hour. The product is C(C)(C)(C)OC(COC1=CC=CC=2C(CCCC12)NS(=O)(=O)C1=CC=C(C=C1)C1=CC=CC=C1)=O ([5-(biphenyl-4-sulfonylamino)-5,6,7,8-tetrahydro-naphthalen-1-yloxy]-acetic acid tert-butyl ester). As a reaction SMILES: [C:1]([O:5][C:6](=[O:20])[CH2:7][O:8][C:9]1[C:18]2[CH2:17][CH2:16][CH2:15][CH:14]([NH2:19])[C:13]=2[CH:12]=[CH:11][CH:10]=1)([CH3:4])([CH3:3])[CH3:2].[C:21]1([C:31]2[CH:36]=[CH:35][CH:34]=[CH:33][CH:32]=2)[CH:26]=[CH:25][C:24]([S:27](Cl)(=[O:29])=[O:28])=[CH:23][CH:22]=1.C(N(C(C)C)CC)(C)C>O1CCCC1>[C:1]([O:5][C:6](=[O:20])[CH2:7][O:8][C:9]1[C:18]2[CH2:17][CH2:16][CH2:15][CH:14]([NH:19][S:27]([C:24]3[CH:23]=[CH:22][C:21]([C:31]4[CH:36]=[CH:35][CH:34]=[CH:33][CH:32]=4)=[CH:26][CH:25]=3)(=[O:29])=[O:28])[C:13]=2[CH:12]=[CH:11][CH:10]=1)([CH3:4])([CH3:2])[CH3:3]. Reported procedure: To a solution of (5-amino-5,6,7,8-tetrahydro-naphthalen-1-yloxy)-acetic acid tert-butyl ester (199 mg, 0.72 mmol) and biphenyl-4-sulfonyl chloride (217 mg, 0.86 mmol) in dry tetrahydrofuran (10 mL) was added diisopropylethylamine (186 mg, 1.44 mmol) at 0° C. The reaction mixture was stirred at room temperature for 12 hours, and then concentrated under reduced pressure. The residue was partitioned between water and ethyl acetate. The combined organic layers were washed with water, dried over sodi... The reactants are ClC(C)OCCOC(C)Cl (ethylene glycol di(1-chloroethyl) ether), C(C)OC(C)Cl (1-chloroethyl ethyl ether), C([O-])([O-])=O.[K+].[K+] (potassium carbonate), ClCC(=O)OC(C)(C)C (tert-butyl chloroacetate). Solvent: O (water), C(C)(=O)OCC (ethyl acetate), C(C)N(CC)CC (triethylamine), CN(C=O)C (N,N-dimethylformamide). Run at time 30 minute. Yields the product OC(C)OCCOC(C)O (ethylene glycol di(1-hydroxyethyl) ether). Reaction SMILES: ClC([O:4]CCOC(Cl)C)C.[CH2:11]([O:13][CH:14](Cl)[CH3:15])[CH3:12].C(=O)([O-])[O-].[K+].[K+].Cl[CH2:24][C:25]([O:27]C(C)(C)C)=[O:26]>CN(C)C=O.O.C(OCC)(=O)C.C(N(CC)CC)C>[OH:4][CH:14]([O:13][CH2:11][CH2:12][O:26][CH:25]([OH:27])[CH3:24])[CH3:15] |f:2.3.4|. Procedure: The thus obtained partially hydroxycarbonylmethylated polyhydroxystyrene, 90 g, was dissolved in 180 g of N,N-dimethylformamide. With stirring under ice cooling, 39.0 g of triethylamine and then 1.7 g of ethylene glycol di(1-chloroethyl) ether were added. Reaction was carried out for 30 minutes under ice cooling, 23.2 g of 1-chloroethyl ethyl ether was added, and reaction was carried out for a further 2 hours at room temperature. To this, 10.2 g of potassium carbonate and then 6.7 g of tert-buty... The reactants are N=1NC(N2C1CC1=C(C=C2)C=CC=C1)=O (2,11-dihydro-3H-s-triazolo-[3,4-b][3]benzazepin-3-one), CN(C=O)C (dimethylformamide), [OH-].[Na+] (sodium hydroxide), CI (methyl iodide). The solvent is O (water). Yields the product CN1N=C2CC3=C(C=CN2C1=O)C=CC=C3 (2,11-dihydro-2-methyl-3H-s-triazolo[3,4-b][3]benzazepin-3-one). Reaction SMILES: [N:1]1[NH:2][C:3](=[O:15])[N:4]2[CH:10]=[CH:9][C:8]3[CH:11]=[CH:12][CH:13]=[CH:14][C:7]=3[CH2:6][C:5]=12.[CH3:16]N(C)C=O.[OH-].[Na+].CI>O>[CH3:16][N:2]1[C:3](=[O:15])[N:4]2[C:5]([CH2:6][C:7]3[CH:14]=[CH:13][CH:12]=[CH:11][C:8]=3[CH:9]=[CH:10]2)=[N:1]1 |f:2.3|. Procedure: To a solution of 8 parts of 2,11-dihydro-3H-s-triazolo-[3,4-b][3]benzazepin-3-one in 80 volume parts of dimethylformamide is added 9 volume parts of 5N aqueous sodium hydroxide solution and then 3 volume parts of methyl iodide is added dropwise under stirring. After stirring for 1 hour, the reaction mixture is diluted with water and extracted with ethyl acetate. The ethyl acetate layer is washed with water and the solvent is distilled off. The precipitate is collected by filtration to give 2,11-...